Dataset: the Open Reaction Database (ORD), a public repository of structured organic reaction records. Task: describe an organic reaction: reactants, conditions, products, and yield The reactants are FC(C=1N=C(N(C1)COCC[Si](C)(C)C)C1(CCOCC1)O)(F)F (4-(4-(trifluoromethyl)-1-((2-(trimethylsilyl)ethoxy)methyl)-1H-imidazol-2-yl)tetrahydro-2H-pyran-4-ol), CI (MeI), FC(C=1N=C(N(C1)COCC[Si](C)(C)C)C1(CCOCC1)O)(F)F (4-(4-(trifluoromethyl)-1-((2-(trimethylsilyl)ethoxy)methyl)-1H-imidazol-2-yl)tetrahydro-2H-pyran-4-ol), [H-].[Na+] (sodium hydride). The solvent is O1CCCC1 (tetrahydrofuran). Run at time 30 minute. Product: COC1(CCOCC1)C=1N(C=C(N1)C(F)(F)F)COCC[Si](C)(C)C (2-(4-Methoxytetrahydro-2H-pyran-4-yl)-4-(trifluoromethyl)-1-((2-(trimethylsilyl)ethoxy)methyl)-1H-imidazole). Yield: 77.0%. Reaction SMILES: [F:1][C:2]([F:24])([F:23])[C:3]1[N:4]=[C:5]([C:16]2([OH:22])[CH2:21][CH2:20][O:19][CH2:18][CH2:17]2)[N:6]([CH2:8][O:9][CH2:10][CH2:11][Si:12]([CH3:15])([CH3:14])[CH3:13])[CH:7]=1.[H-].[Na+].[CH3:27]I>O1CCCC1>[CH3:27][O:22][C:16]1([C:5]2[N:6]([CH2:8][O:9][CH2:10][CH2:11][Si:12]([CH3:15])([CH3:13])[CH3:14])[CH:7]=[C:3]([C:2]([F:1])([F:23])[F:24])[N:4]=2)[CH2:17][CH2:18][O:19][CH2:20][CH2:21]1 |f:1.2|. Procedure details: Into a 250-mL three neck round-bottom flask, which was purged and maintained with an inert atmosphere of nitrogen, was placed a solution of 4-(4-(trifluoromethyl)-1-((2-(trimethylsilyl)ethoxy)methyl)-1H-imidazol-2-yl)tetrahydro-2H-pyran-4-ol (compound 216.3, 2 g, 5.46 mmol) in tetrahydrofuran (100 mL). This was followed by the addition of sodium hydride (262 mg, 6.55 mmol, 60%) at −70° C. and stirred for 30 min. To this was added MeI (930 mg, 6.55 mmol). The resulting solution was stirred for 1 ... The product is CS(=O)CC(=O)C(Cc1ccccc1)N(Cc1ccccc1)Cc1ccccc1. Reactants: CS(C)=O, CCOC(C)=O, COC(=O)C(Cc1ccccc1)N(Cc1ccccc1)Cc1ccccc1, [NH2-], [Na], C1CCOC1, O=C(O)CC(O)(CC(=O)O)C(=O)O. RXN SMILES: [CH3:3][S:4](=[O:5])[CH3:6].[CH3:52][CH2:53][O:54][C:55](=[O:56])[CH3:57].[CH3:7][O:8][C:9]([CH:10]([N:11]([CH2:12][c:13]1[cH:14][cH:15][cH:16][cH:17][cH:18]1)[CH2:19][c:20]1[cH:21][cH:22][cH:23][cH:24][cH:25]1)[CH2:26][c:27]1[cH:28][cH:29][cH:30][cH:31][cH:32]1)=[O:33].[NH2-:2].[Na:1].[O:47]1[CH2:48][CH2:49][CH2:50][CH2:51]1.[OH:34][C:35]([CH2:36][C:37]([C:38](=[O:39])[OH:40])([CH2:41][C:42](=[O:43])[OH:44])[OH:45])=[O:46]>>[CH2:3]([S:4](=[O:5])[CH3:6])[C:9](=[O:8])[CH:10]([N:11]([CH2:12][c:13]1[cH:14][cH:15][cH:16][cH:17][cH:18]1)[CH2:19][c:20]1[cH:21][cH:22][cH:23][cH:24][cH:25]1)[CH2:26][c:27]1[cH:28][cH:29][cH:30][cH:31][cH:32]1.